From a dataset of the Open Reaction Database (ORD), a public repository of structured organic reaction records. describe an organic reaction: reactants, conditions, products, and yield Starting materials: CO (MeOH), C([O-])([O-])=O.[Na+].[Na+] (sodium carbonate), [1,1′-bis(diphenylphosphine)ferrocene]palladium (II) chloride, BrC=1C=C(C(=NC1)C#C[Si](C)(C)C(C)(C)C)F (5-bromo-2-[(tert-butyldimethylsilanyl)ethynyl]-3-fluoropyridine), ClC1=CC=C(C=C1)OB(O)O (4-chlorophenylboric acid). Run in O1CCOCC1 (1,4-dioxane). The product is [Si](C)(C)(C(C)(C)C)C#CC1=NC=C(C=C1F)C1=CC=C(C=C1)Cl (2-[(tert-butyldimethylsilanyl)ethynyl]-5-(4-chlorophenyl)-3-fluoropyridine). RXN SMILES: CO.C(=O)([O-])[O-].[Na+].[Na+].Br[C:10]1[CH:11]=[C:12]([F:25])[C:13]([C:16]#[C:17][Si:18]([C:21]([CH3:24])([CH3:23])[CH3:22])([CH3:20])[CH3:19])=[N:14][CH:15]=1.[Cl:26][C:27]1[CH:32]=[CH:31][C:30](OB(O)O)=[CH:29][CH:28]=1>O1CCOCC1>[Si:18]([C:17]#[C:16][C:13]1[C:12]([F:25])=[CH:11][C:10]([C:30]2[CH:31]=[CH:32][C:27]([Cl:26])=[CH:28][CH:29]=2)=[CH:15][N:14]=1)([C:21]([CH3:24])([CH3:23])[CH3:22])([CH3:20])[CH3:19] |f:1.2.3|. Procedure details: 10 mL of MeOH, 10 mL of 2N aqueous sodium carbonate solution, and 94 mg (0.13 mmol) of [1,1′-bis(diphenylphosphine)ferrocene]palladium (II) chloride were added to a solution of 1.61 g (5.14 mmol) of 5-bromo-2-[(tert-butyldimethylsilanyl)ethynyl]-3-fluoropyridine and 0.90 g (5.65 mmol) of 4-chlorophenylboric acid in 30 mL of 1,4-dioxane and the mixture was refluxed for 15 minutes. The reaction mixture was evaporated down in vacuo and diluted with EtOAc. The organic phase was washed with water and...